Dataset: the Open Reaction Database (ORD), a public repository of structured organic reaction records. Task: describe an organic reaction: reactants, conditions, products, and yield Starting materials: OC1(CCC(CC1)(CNC(=O)C1=C(C=CC=C1)OC)C1=CC=CC=C1)CO (1-hydroxy-1-hydroxymethyl-4-phenyl-4-(3-(2-methoxyphenyl)-3-oxo-2-azaprop-1-yl)-cyclohexane), N1=CC=CC=C1 (pyridine), COC1=C(C(=O)Cl)C=CC=C1 (2-methoxybenzoyl chloride). The reagents and catalysts are CN(C)C=1C=CN=CC1 (DMAP). Solvent: C1CCOC1 (THF). Reaction conditions: time 18 hour. Product: OC1(CCC(CC1)(CNC(=O)C1=C(C=CC=C1)OC)C1=CC=CC=C1)COC(C1=C(C=CC=C1)OC)=O (1-Hydroxy-1-(2-methoxybenzoyloxymethyl)-4-phenyl-4-(3-(2-methoxyphenyl)-3-oxo-2-azaprop-1-yl)-cyclohexane). As a reaction SMILES: [OH:1][C:2]1([CH2:26][OH:27])[CH2:7][CH2:6][C:5]([C:20]2[CH:25]=[CH:24][CH:23]=[CH:22][CH:21]=2)([CH2:8][NH:9][C:10]([C:12]2[CH:17]=[CH:16][CH:15]=[CH:14][C:13]=2[O:18][CH3:19])=[O:11])[CH2:4][CH2:3]1.N1C=CC=CC=1.[CH3:34][O:35][C:36]1[CH:44]=[CH:43][CH:42]=[CH:41][C:37]=1[C:38](Cl)=[O:39]>C1COCC1.CN(C1C=CN=CC=1)C>[OH:1][C:2]1([CH2:26][O:27][C:38](=[O:39])[C:37]2[CH:41]=[CH:42][CH:43]=[CH:44][C:36]=2[O:35][CH3:34])[CH2:7][CH2:6][C:5]([C:20]2[CH:25]=[CH:24][CH:23]=[CH:22][CH:21]=2)([CH2:8][NH:9][C:10]([C:12]2[CH:17]=[CH:16][CH:15]=[CH:14][C:13]=2[O:18][CH3:19])=[O:11])[CH2:4][CH2:3]1. Procedure details: To solution of 1-hydroxy-1-hydroxymethyl-4-phenyl-4-(3-(2-methoxyphenyl)-3-oxo-2-azaprop-1-yl)-cyclohexane (Example 168, 20.2 mg, 0.055 mmol) in 2.0 mL of THF was added DMAP (2 mg), pyridine (0.054 mL, 0.67 mmol) and 2-methoxybenzoyl chloride (0.050 mL, 0.34 mmol). The solution was stirred at rt for 18 h and was quenched with methanol (0.5 mL). The volatiles were removed by vacuum and the residue was filtered through a plug of silica gel, concentrated and the residue was purified by HPLC (Waters... Reactants: CCOc1nc(NC)nc2ccc(Br)cc12, CC#N, CS(C)=O, O=C[O-], [Na+], O, c1ccc(P(c2ccccc2)(c2ccccc2)[Pd](P(c2ccccc2)(c2ccccc2)c2ccccc2)(P(c2ccccc2)(c2ccccc2)c2ccccc2)P(c2ccccc2)(c2ccccc2)c2ccccc2)cc1. Yields the product CCOc1nc(NC)nc2ccc(C=O)cc12. As a reaction SMILES: [Br:12][c:13]1[cH:14][c:15]2[c:16]([O:25][CH2:26][CH3:27])[n:17][c:18]([NH:23][CH3:24])[n:19][c:20]2[cH:21][cH:22]1.[CH3:1][C:2]#[N:3].[CH3:4][S:5]([CH3:6])=[O:7].[CH:8](=[O:9])[O-:10].[Na+:11].[OH2:105].[cH:28]1[cH:29][cH:30][c:31]([P:32]([Pd:33]([P:34]([c:35]2[cH:36][cH:37][cH:38][cH:39][cH:40]2)([c:41]2[cH:42][cH:43][cH:44][cH:45][cH:46]2)[c:47]2[cH:48][cH:49][cH:50][cH:51][cH:52]2)([P:53]([c:54]2[cH:55][cH:56][cH:57][cH:58][cH:59]2)([c:60]2[cH:61][cH:62][cH:63][cH:64][cH:65]2)[c:66]2[cH:67][cH:68][cH:69][cH:70][cH:71]2)[P:72]([c:73]2[cH:74][cH:75][cH:76][cH:77][cH:78]2)([c:79]2[cH:80][cH:81][cH:82][cH:83][cH:84]2)[c:85]2[cH:86][cH:87][cH:88][cH:89][cH:90]2)([c:91]2[cH:92][cH:93][cH:94][cH:95][cH:96]2)[c:97]2[cH:98][cH:99][cH:100][cH:101][cH:102]2)[cH:103][cH:104]1>>[CH:8](=[O:10])[c:13]1[cH:14][c:15]2[c:16]([O:25][CH2:26][CH3:27])[n:17][c:18]([NH:23][CH3:24])[n:19][c:20]2[cH:21][cH:22]1.